Task: describe an organic reaction: reactants, conditions, products, and yield. Dataset: the Open Reaction Database (ORD), a public repository of structured organic reaction records Reactants: NC(C(=O)N1CC2=CC=CC=C2CC1)(C)C (2-Amino-1-(3,4-dihydro-1H-isoquinolin-2-yl)-2-methylpropan-1-one), [H-].[H-].[H-].[H-].[Li+].[Al+3] (LiAlH4). The solvent is C1CCOC1 (THF). Yields the product C1N(CCC2=CC=CC=C12)CC(C)(C)N (2-(3,4-Dihydro-1H-isoquinolin-2-yl)-1,1-dimethylethylamine). The yield is 75.3%. As a reaction SMILES: [NH2:1][C:2]([CH3:16])([CH3:15])[C:3]([N:5]1[CH2:14][CH2:13][C:12]2[C:7](=[CH:8][CH:9]=[CH:10][CH:11]=2)[CH2:6]1)=O.[H-].[H-].[H-].[H-].[Li+].[Al+3]>C1COCC1>[CH2:6]1[C:7]2[C:12](=[CH:11][CH:10]=[CH:9][CH:8]=2)[CH2:13][CH2:14][N:5]1[CH2:3][C:2]([NH2:1])([CH3:15])[CH3:16] |f:1.2.3.4.5.6|. Reported procedure: To a solution of 42 (0.20 g, 0.91 mmol) in anhydrous THF (4 mL) at 0° C. was added LiAlH4 (1.0 M in THF, 3.0 mL, 3.0 mmol). The resulting mixture was heated under reflux overnight before it was allowed to cool to room temperature. Excess LiAlH4 was destroyed with slow addition of Na2SO4.10H2O at 0° C. until gas evolution ceased. The solids were filtered off and the filtrate was concentrated to give 43 (0.14 g, 79%). Reactants: CS(=O)(=O)Cl, ClCCl, Cc1ccccc1N, c1ccncc1. Product: Cc1ccccc1NS(C)(=O)=O. RXN SMILES: [CH3:15][S:16]([Cl:17])(=[O:18])=[O:19].[Cl:20][CH2:21][Cl:22].[NH2:1][c:2]1[c:3]([CH3:8])[cH:4][cH:5][cH:6][cH:7]1.[cH:9]1[cH:10][cH:11][n:12][cH:13][cH:14]1>>[NH:1]([c:2]1[c:3]([CH3:8])[cH:4][cH:5][cH:6][cH:7]1)[S:16]([CH3:15])(=[O:18])=[O:19]. Starting materials: [H-].[Na+] (sodium hydride), C1(C=2C(C(N1)=O)=CC=CC2)=O (phthalimide), BrCC1=CC=C(C=C1)C(C(C)(C)C)=O (α-bromo-p-pivaloyl toluene). Solvent: CC(=O)N(C)C (dimethylacetamide), CC(=O)N(C)C (dimethylacetamide), CC(=O)N(C)C (dimethylacetamide). The product is C1(C=2C(C(N1CC1=CC=C(C=C1)C(C(C)(C)C)=O)=O)=CC=CC2)=O (4'-(phthalimidomethyl)pivalophenone). Reaction SMILES: [H-].[Na+].[C:3]1(=[O:13])[NH:7][C:6](=[O:8])[C:5]2=[CH:9][CH:10]=[CH:11][CH:12]=[C:4]12.Br[CH2:15][C:16]1[CH:21]=[CH:20][C:19]([C:22](=[O:27])[C:23]([CH3:26])([CH3:25])[CH3:24])=[CH:18][CH:17]=1>CC(N(C)C)=O>[C:3]1(=[O:13])[N:7]([CH2:15][C:16]2[CH:21]=[CH:20][C:19]([C:22](=[O:27])[C:23]([CH3:25])([CH3:24])[CH3:26])=[CH:18][CH:17]=2)[C:6](=[O:8])[C:5]2=[CH:9][CH:10]=[CH:11][CH:12]=[C:4]12 |f:0.1|. Procedure: A suspension of 22.4 g. (0.447 mole) of sodium hydride (50% in mineral oil) in 200 ml. dimethylacetamide is treated dropwise by the addition of 59.6 g. (0.406 mole) phthalimide in 500 ml. dimethylacetamide. The mixture is stirred for 2 more hours at room temperature and then treated dropwise with 100 g. (0.406 mole) α-bromo-p-pivaloyl toluene in 300 ml. dimethylacetamide. The resulting mixture is stirred at room temperature for 18 hours and then the solvent is removed in vacuo. The residue is ta... Reactants: OC1=CC=C(C(=O)O)C=C1 (4-hydroxybenzoic acid), CC(C)=C (isobutylene), S(O)(O)(=O)=O (sulfuric acid), C([O-])(O)=O.[Na+] (sodium bicarbonate). Run in O1CCOCC1 (1,4-dioxane). Reaction conditions: time 72 hour. The product is C(C)(C)(C)OC(C1=CC=C(C=C1)O)=O (4-Hydroxybenzoic acid tert-butyl ester). RXN SMILES: [OH:1][C:2]1[CH:10]=[CH:9][C:5]([C:6]([OH:8])=[O:7])=[CH:4][CH:3]=1.[CH3:11][C:12](=[CH2:14])[CH3:13].S(=O)(=O)(O)O.C(=O)(O)[O-].[Na+]>O1CCOCC1>[C:12]([O:7][C:6](=[O:8])[C:5]1[CH:9]=[CH:10][C:2]([OH:1])=[CH:3][CH:4]=1)([CH3:14])([CH3:13])[CH3:11] |f:3.4|. Procedure: To a solution of 4-hydroxybenzoic acid (2.00 g, 14.5 mmol) in 1,4-dioxane (10.0 mL) saturated with isobutylene at -78° C. in a metal bomb was added concentrated sulfuric acid (0.150 mL). The bomb was sealed and warmed to room temperature. After 72 hours at room temperature, the reaction mixture was cooled to -78° C., poured into saturated sodium bicarbonate (30.0 mL) and extracted with diethyl ether (2×50.0 mL). The combined organic phases were concentrated and the residue chromatographed on sil... The reactants are [Si](CC)(CC)(CC)C#C, c1(cnc(c(n1)Br)N)Cl. Reagents/catalysts: c1ccc(cc1)-c2c3ccccc3cc4ccccc24 (9-Phenylanthracene), C(=O)([O-])[O-].[K+].[K+] (K2CO3), P(c1ccccc1)(c1ccccc1)c1ccccc1 (Pd(OAc)2/P(Ph)3), C(O[Pd]OC(C)=O)(C)=O (Pd(OAc)2). Solvent: CC1=CC=CC=C1 (Toluene). Reaction conditions: temperature 25 celsius, time 18 hour. Product: CC[Si](CC)(CC)C#Cc1nc(Cl)cnc1N. As a reaction SMILES: [NH2:1][c:2]1[c:8](Br)[n:7][c:5]([Cl:6])[cH:4][n:3]1.[CH3:9][CH2:10][Si:11]([C:16]#[CH:17])([CH2:14][CH3:15])[CH2:12][CH3:13]>>[CH3:9][CH2:10][Si:11]([C:16]#[C:17][c:8]1[c:2]([NH2:1])[n:3][cH:4][c:5]([Cl:6])[n:7]1)([CH2:14][CH3:15])[CH2:12][CH3:13]. Reactants: CC=1C=C(SC1)C=O (4-methylthiopene-2-carbaldehyde), C(CCC(=O)OCC)(=O)OCC (diethyl succinate), CC[O-].[Na+] (Sodium ethylate). Solvent: C(C)O (ethanol). Yields the product C(C)OC(=O)C(CC(=O)O)=CC=1SC=C(C1)C (3-(Ethoxycarbonyl)-4-(4-methylthien-2-yl) but-3-enoic Acid). The yield is 42.9%. Reaction SMILES: CC[O-].[Na+].[CH3:5][C:6]1[CH:7]=[C:8]([CH:11]=O)[S:9][CH:10]=1.[C:13]([O:22]CC)(=[O:21])[CH2:14][CH2:15][C:16]([O:18][CH2:19][CH3:20])=[O:17]>C(O)C>[CH2:19]([O:18][C:16]([C:15](=[CH:11][C:8]1[S:9][CH:10]=[C:6]([CH3:5])[CH:7]=1)[CH2:14][C:13]([OH:22])=[O:21])=[O:17])[CH3:20] |f:0.1|. Procedure: Sodium ethylate (71 g, 1.05 mol) was added under vigorous stirring to a solution of 4-methylthiopene-2-carbaldehyde (88 g, 80% purity, 0.56 mol) and diethyl succinate (183 g, 1.05 mol) in ethanol (1 L). The reaction mixture was refluxed for 3 h and evaporated in vacuum (˜20 mmHg) at 50° C. until the solvent distillation ceased. The obtained residue was diluted with 500 mL of 10% HCl and 500 mL of ethyl acetate. The mixture was shaken. The organic layer was separated, diluted with 1 L of a satura...